Dataset: the Open Reaction Database (ORD), a public repository of structured organic reaction records. Task: describe an organic reaction: reactants, conditions, products, and yield Reactants: CC(=O)Nc1csc(Br)n1, CCO, [Na]. Yields the product CCOc1nc(NC(C)=O)cs1. Reaction SMILES: [C:1]([CH3:2])(=[O:3])[NH:4][c:5]1[n:6][c:7]([Br:10])[s:8][cH:9]1.[CH3:12][CH2:13][OH:14].[Na:11]>>[C:1]([CH3:2])(=[O:3])[NH:4][c:5]1[n:6][c:7]([O:14][CH2:13][CH3:12])[s:8][cH:9]1. As a reaction SMILES: [H-].[Na+].[CH3:3][N:4]([CH:6]([P:15](=[O:22])([O:19][CH2:20][CH3:21])[O:16][CH2:17][CH3:18])P(=O)(OCC)OCC)[CH3:5].[Cl:23][C:24]1[S:28][C:27]([CH:29]=O)=[CH:26][CH:25]=1>C1COCC1>[CH2:20]([O:19][P:15]([C:6]([N:4]([CH3:3])[CH3:5])=[CH:29][C:27]1[S:28][C:24]([Cl:23])=[CH:25][CH:26]=1)(=[O:22])[O:16][CH2:17][CH3:18])[CH3:21] |f:0.1|. Run at time 1 hour. Reported procedure: To a suspension of sodium hydride (0.25 g, 6.25 mmol, 60% mineral oil dispersion) in 10 mL of THF is added slowly a solution of tetraethyl dimethylaminomethylenediphosphonate (2.03 g, 6.14 mmol, prepared according to the procedure described in Psaume, Montury, and Cosmetic Comm. 1982, 12, 415) in 10 mL of THF. After stirring 1 h, a solution of 5-chloro-2-thiophene carboxaldehyde (0.90 g, 6.14 mmol) in 10 mL of THF is added. The resulting mixture is heated at reflux for 1 h, then cooled to room t... The product is C(C)OP(OCC)(=O)C(=CC=1SC(=CC1)Cl)N(C)C ([2-(5-Chloro-thiophen-2-yl)-1-dimethylaminovinyl]phosphonic acid diethyl ester). Starting materials: ClC1=CC=C(S1)C=O (5-chloro-2-thiophene carboxaldehyde), CN(C)C(P(OCC)(OCC)=O)P(OCC)(OCC)=O (tetraethyl dimethylaminomethylenediphosphonate), [H-].[Na+] (sodium hydride). Solvent: C1CCOC1 (THF), C1CCOC1 (THF), C1CCOC1 (THF). Yields the product CN(S(C)(=O)=O)S(=O)(=O)N=C=O. RXN SMILES: [CH3:1][NH:2][S:3](=[O:4])(=[O:5])[CH3:6].[Cl:14][c:15]1[cH:16][cH:17][cH:18][cH:19][cH:20]1.[Cl:7][S:8](=[O:9])(=[O:10])[N:11]=[C:12]=[O:13]>>[CH3:1][N:2]([S:3](=[O:4])(=[O:5])[CH3:6])[S:8](=[O:9])(=[O:10])[N:11]=[C:12]=[O:13]. The reactants are CNS(C)(=O)=O, Clc1ccccc1, O=C=NS(=O)(=O)Cl.